From a dataset of the Open Reaction Database (ORD), a public repository of structured organic reaction records. describe an organic reaction: reactants, conditions, products, and yield The reactants are P(=O)(Cl)(Cl)Cl (Phosphorus oxychloride), C(=O)N[C@H]1[C@@H]2N(C(=C(CS2)CSC)C(=O)OCC(Cl)(Cl)Cl)C1=O (2,2,2-trichloroethyl 7β-formamido-3-methylthiomethylceph-3-em-4-carboxylate). Solvent: CO (methanol), CCOCC (ether). Conditions: time 1 minute. Product: Cl.N[C@H]1[C@@H]2N(C(=C(CS2)CSC)C(=O)OCC(Cl)(Cl)Cl)C1=O (2,2,2-Trichloroethyl 7β-Amino-3-methylthiomethylceph-3-em-4-carboxylate. Hydrochloride). Reaction SMILES: P(Cl)(Cl)([Cl:3])=O.C([NH:8][C@@H:9]1[C:27](=[O:28])[N:11]2[C:12]([C:19]([O:21][CH2:22][C:23]([Cl:26])([Cl:25])[Cl:24])=[O:20])=[C:13]([CH2:16][S:17][CH3:18])[CH2:14][S:15][C@H:10]12)=O>CO.CCOCC>[ClH:3].[NH2:8][C@@H:9]1[C:27](=[O:28])[N:11]2[C:12]([C:19]([O:21][CH2:22][C:23]([Cl:25])([Cl:24])[Cl:26])=[O:20])=[C:13]([CH2:16][S:17][CH3:18])[CH2:14][S:15][C@H:10]12 |f:4.5|. Reported procedure: Phosphorus oxychloride (0.5 ml. 5.47 mmole) was added dropwise over 3 min. to a stirred suspension of 2,2,2-trichloroethyl 7β-formamido-3-methylthiomethylceph-3-em-4-carboxylate (1.05 g., 2.5 mmole) in dry methanol (10 ml.). During the addition the starting material went into solution and the temperature of the mixture reached a maximum of ca.45°. After 1 min. a white solid came out of solution and the mixture rapidly set solid. The mixture was diluted with ether (10 ml.), stirred briefly and th... The reactants are O=C([O-])O, CCCCCC, COc1ccc(C(=O)c2cccc3[nH]ccc23)cc1, COC(C)(C)C, CCOC(C)=O, ClCCN1CCOCC1, Cl, [H-], [Na+], [Na+], CN(C)C=O, O. Yields the product COc1ccc(C(=O)c2cccc3c2ccn3CCN2CCOCC2)cc1, Cl. As a reaction SMILES: [C:49](=[O:50])([OH:51])[O-:52].[CH3:32][CH2:33][CH2:34][CH2:35][CH2:36][CH3:37].[CH3:3][O:4][c:5]1[cH:6][cH:7][c:8]([C:9](=[O:10])[c:11]2[c:12]3[cH:13][cH:14][nH:15][c:16]3[cH:17][cH:18][cH:19]2)[cH:20][cH:21]1.[CH3:43][O:44][C:45]([CH3:46])([CH3:47])[CH3:48].[CH3:54][CH2:55][O:56][C:57](=[O:58])[CH3:59].[Cl:22][CH2:23][CH2:24][N:25]1[CH2:26][CH2:27][O:28][CH2:29][CH2:30]1.[ClH:31].[H-:1].[Na+:2].[Na+:53].[O:38]=[CH:39][N:40]([CH3:41])[CH3:42].[OH2:60]>>[CH3:3][O:4][c:5]1[cH:6][cH:7][c:8]([C:9](=[O:10])[c:11]2[c:12]3[cH:13][cH:14][n:15]([CH2:23][CH2:24][N:25]4[CH2:26][CH2:27][O:28][CH2:29][CH2:30]4)[c:16]3[cH:17][cH:18][cH:19]2)[cH:20][cH:21]1.[ClH:22]. Reactants: [H-].[Na+] (sodium hydride), ClC=1C=C(C=CC1Cl)CC#N (3,4-dichlorophenylaceto-nitrile), BrCCCC(=O)OCC (ethyl 4-bromobutanoate). Run at time 3 hour. Solvent: C1CCOC1 (THF), C1CCOC1 (THF), C1CCOC1 (THF). Procedure details: 11.8 g of a 55% dispersion of sodium hydride in oil are suspended in 100 ml of THF and cooled in an ice bath, a solution of 50 g of 3,4-dichlorophenylaceto-nitrile in 50 ml of THF is added dropwise and the reaction mixture is stirred for 3 hours at RT. It is cooled again in an ice bath, a solution of 52.4 g of ethyl 4-bromobutanoate in 50 ml of THF is added dropwise and the mixture is stirred overnight at RT. It is concentrated under vacuum, the residue is taken up with water and extracted with ... Product: C(#N)C(CCCC(=O)OCC)C1=CC(=C(C=C1)Cl)Cl (Ethyl 5-cyano-5-(3,4-dichlorophenyl)pentanoate). Isolated yield 45.8%. As a reaction SMILES: [H-].[Na+].[Cl:3][C:4]1[CH:5]=[C:6]([CH2:11][C:12]#[N:13])[CH:7]=[CH:8][C:9]=1[Cl:10].Br[CH2:15][CH2:16][CH2:17][C:18]([O:20][CH2:21][CH3:22])=[O:19]>C1COCC1>[C:12]([CH:11]([C:6]1[CH:7]=[CH:8][C:9]([Cl:10])=[C:4]([Cl:3])[CH:5]=1)[CH2:15][CH2:16][CH2:17][C:18]([O:20][CH2:21][CH3:22])=[O:19])#[N:13] |f:0.1|. Starting materials: C[Si](C)(C)c1cn(-c2cc(F)ccc2Br)nn1, CCCC[N+](CCCC)(CCCC)CCCC, [F-], C1CCOC1. Yields the product Fc1ccc(Br)c(-n2ccnn2)c1. As a reaction SMILES: [Br:1][c:2]1[c:3](-[n:9]2[n:10][n:11][c:12]([Si:14]([CH3:15])([CH3:16])[CH3:17])[cH:13]2)[cH:4][c:5]([F:8])[cH:6][cH:7]1.[CH3:19][CH2:20][CH2:21][CH2:22][N+:23]([CH2:24][CH2:25][CH2:26][CH3:27])([CH2:28][CH2:29][CH2:30][CH3:31])[CH2:32][CH2:33][CH2:34][CH3:35].[F-:18].[O:36]1[CH2:37][CH2:38][CH2:39][CH2:40]1>>[Br:1][c:2]1[c:3](-[n:9]2[n:10][n:11][cH:12][cH:13]2)[cH:4][c:5]([F:8])[cH:6][cH:7]1. The reactants are C(C(=O)OCC)(=O)OCC (diethyl oxalate), NC1=C(C(=CC(=C1)F)Br)N (1,2-diamino-3-bromo-5-fluorobenzene). Product: BrC1=C2NC(C(NC2=CC(=C1)F)=O)=O (5-Bromo-7-fluoro-1,4-dihydro-2,3-quinoxalinedione). Reaction SMILES: [C:1]([O:8]CC)(=O)[C:2]([O:4]CC)=O.[NH2:11][C:12]1[CH:17]=[C:16]([F:18])[CH:15]=[C:14]([Br:19])[C:13]=1[NH2:20]>>[Br:19][C:14]1[CH:15]=[C:16]([F:18])[CH:17]=[C:12]2[C:13]=1[NH:20][C:2](=[O:4])[C:1](=[O:8])[NH:11]2. Reported procedure: The title compound was prepared using an adaptation of the method of Cheeseman (Cheeseman, G. W. H., J. Chem. Soc. 1171 (1962)). A mixture of diethyl oxalate (3.31 mL, 24.4 mmol) and 1,2-diamino-3-bromo-5-fluorobenzene (500 mg, 2.44 mmol) was heated to reflux under N2 for 5 h. The reaction mixture was dark brown. The reaction was allowed to cool to room temperature and the solid collected by vacuum filtration and rinsed with EtOH (30 mL). The brown solid was air dried for 1 hr to give 250 mg (39... Starting materials: TEA, CS(=O)(=O)Cl (methanesulfonyl chloride), C(C1=CC=CC=C1)(C1=CC=CC=C1)(C1=CC=CC=C1)OC[C@@H]1CC[C@H](CC1)O (trans-4-[(Trityloxy)methyl]cyclohexanol). The solvent is C(Cl)(Cl)Cl (chloroform). Reaction conditions: temperature 0 celsius, time 2 hour. Product: CS(=O)(=O)O[C@@H]1CC[C@H](CC1)COC(C1=CC=CC=C1)(C1=CC=CC=C1)C1=CC=CC=C1 (trans-4-[(Trityloxy)methyl]cyclohexyl methanesulfonate). Reaction SMILES: [C:1]([O:20][CH2:21][C@H:22]1[CH2:27][CH2:26][C@H:25]([OH:28])[CH2:24][CH2:23]1)([C:14]1[CH:19]=[CH:18][CH:17]=[CH:16][CH:15]=1)([C:8]1[CH:13]=[CH:12][CH:11]=[CH:10][CH:9]=1)[C:2]1[CH:7]=[CH:6][CH:5]=[CH:4][CH:3]=1.[CH3:29][S:30](Cl)(=[O:32])=[O:31]>C(Cl)(Cl)Cl>[CH3:29][S:30]([O:28][C@H:25]1[CH2:26][CH2:27][C@H:22]([CH2:21][O:20][C:1]([C:8]2[CH:13]=[CH:12][CH:11]=[CH:10][CH:9]=2)([C:14]2[CH:15]=[CH:16][CH:17]=[CH:18][CH:19]=2)[C:2]2[CH:3]=[CH:4][CH:5]=[CH:6][CH:7]=2)[CH2:23][CH2:24]1)(=[O:32])=[O:31]. Reported procedure: trans-4-[(Trityloxy)methyl]cyclohexanol (2.72 g, 0.00730 mol) was dissolved in chloroform (30.0 mL) and the mixture was cooled at 0° C. To this mixture was added TEA (1.4 mL, 0.010 mol) and methanesulfonyl chloride (0.68 mL, 0.0088 mol) and the resulting mixture was stirred at 0° C. for 2 hours The reaction was then extracted with ethyl acetate and the organic extracts were washed with water, saturated NaCl, dried (MgSO4) and the concentrated in vacuo. NMR (CDCl3): □δ 7.43 (m, 6H), 7.20-7.31 (m,...